From a dataset of the Open Reaction Database (ORD), a public repository of structured organic reaction records. describe an organic reaction: reactants, conditions, products, and yield The reactants are CC(C)(C)OC(=O)COc1cccc2c1CCCC2=O, [BH3-]C#N, CC(=O)[O-], CO, CCOC(C)=O, CCOCC, Cl, [NH4+], [Na+]. Yields the product CC(C)(C)OC(=O)COc1cccc2c1CCCC2N, Cl. As a reaction SMILES: [C:1]([CH3:2])([CH3:3])([CH3:4])[O:5][C:6]([CH2:7][O:8][c:9]1[cH:10][cH:11][cH:12][c:13]2[c:18]1[CH2:17][CH2:16][CH2:15][C:14]2=[O:19])=[O:20].[C:26](#[N:27])[BH3-:28].[CH3:22][C:23](=[O:24])[O-:25].[CH3:31][OH:32].[CH3:33][CH2:34][O:35][C:36](=[O:37])[CH3:38].[CH3:39][CH2:40][O:41][CH2:42][CH3:43].[ClH:30].[NH4+:21].[Na+:29]>>[C:1]([CH3:2])([CH3:3])([CH3:4])[O:5][C:6]([CH2:7][O:8][c:9]1[cH:10][cH:11][cH:12][c:13]2[c:18]1[CH2:17][CH2:16][CH2:15][CH:14]2[NH2:27])=[O:20].[ClH:30]. Reactants: I.CSC(NCC)=NC(N)=N (2-methyl-1-ethyl-3-guanyl isothiourea hydroiodide), C(C)(C)N (isopropylamine). Run in O (water). Reaction conditions: time 2 hour. Yields the product I.C(C)NC(=NC(C)C)NC(=N)N (1-Ethyl-2-isopropylbiguanide Hydroiodide). Reaction SMILES: [IH:1].CS[C:4](=[N:8][C:9](=[NH:11])[NH2:10])[NH:5][CH2:6][CH3:7].[CH:12]([NH2:15])([CH3:14])[CH3:13]>O>[IH:1].[CH2:6]([NH:5][C:4]([NH:8][C:9]([NH2:10])=[NH:11])=[N:15][CH:12]([CH3:14])[CH3:13])[CH3:7] |f:0.1,4.5|. Reported procedure: 9.2 g. (30 mmol) of 2-methyl-1-ethyl-3-guanyl isothiourea hydroiodide is agitated with 30 ml. of water and 11.8 g. (200 mmol) of isopropylamine for 48 hours at 30° C. and then for 2 hours at the boiling temperature. Excess isopropylamine, methyl mercaptan, and water are removed. To the oily residue, 2 ml. of concentrated aqueous sodium iodide solution and then water are added until a clear solution is obtained. The product is crystallized during standing in a refrigerator and is recrystallized f... The reactants are N[C@@H]([C@@H](C)CC)C(=O)O (isoleucine), CC(C)C(C(=O)N[C@@H](CCCN=C(N)N)C(=O)N[C@@H](/C=C\CP(=O)(O)O)C(=O)O)N (rhizocticine B), N[C@@H](CC(C)C)C(=O)O (leucine). The product is tripeptides rhizocticine C, CC(C)CC(C(=O)N[C@@H](CCCN=C(N)N)C(=O)N[C@@H](/C=C\CP(=O)(O)O)C(=O)O)N (rhizocticine D). Reaction SMILES: CC(C(N)C([NH:7][C@H:8]([C:16]([NH:18][C@H:19]([C:27]([OH:29])=[O:28])/[CH:20]=[CH:21]\[CH2:22][P:23]([OH:26])([OH:25])=[O:24])=[O:17])[CH2:9][CH2:10][CH2:11][N:12]=[C:13]([NH2:15])[NH2:14])=O)C.[NH2:31][C@H:32]([C:37]([OH:39])=O)[CH2:33][CH:34]([CH3:36])[CH3:35].N[C@H](C(O)=O)[C@H](CC)C>>[CH3:36][CH:34]([CH2:33][CH:32]([NH2:31])[C:37]([NH:7][C@H:8]([C:16]([NH:18][C@H:19]([C:27]([OH:29])=[O:28])/[CH:20]=[CH:21]\[CH2:22][P:23]([OH:25])([OH:26])=[O:24])=[O:17])[CH2:9][CH2:10][CH2:11][N:12]=[C:13]([NH2:14])[NH2:15])=[O:39])[CH3:35]. Procedure: After Sephadex G-10 purification isolates of rhizocticine B are microheterogeneous, that is to say 0.5%-5% of the N-terminal amino acid valine is replaced by leucine and by isoleucine. Small amounts of the likewise antifungal tripeptides rhizocticine C (L-Ile-L-Arg-L-APPA) and rhizocticine D (L-Leu-L-Arg-L-APPA) can be isolated from the mixture by means of HPLC. Reactants: C(C)(C)(C)[Si](OCCN1N=C(C=C1)NC([C@H](C[C@@H]1CC(CC1)=O)C1=CC(=C(C=C1)S(=O)(=O)C)Cl)=O)(C)C ((R)—N-{1-[2-(tert-butyl-dimethyl-silanyloxy)-ethyl]-1H-pyrazol-3-yl}-2-(3-chloro-4-methanesulfonyl-phenyl)-3-((R)-3-oxo-cyclopentyl)-propionamide), O1CCCC1 (tetrahydrofuran), O (water). Run in C(C)(=O)O (acetic acid). Run at temperature 25 celsius. Product: ClC=1C=C(C=CC1S(=O)(=O)C)[C@H](C(=O)NC1=NN(C=C1)CCO)C[C@@H]1CC(CC1)=O ((R)-2-(3-chloro-4-methanesulfonyl-phenyl)-N-[1-(2-hydroxy-ethyl)-1H-pyrazol-3-yl]-3-((R)-3-oxo-cyclopentyl)-propionamide). Isolated yield 98.4%. As a reaction SMILES: C([Si](C)(C)[O:6][CH2:7][CH2:8][N:9]1[CH:13]=[CH:12][C:11]([NH:14][C:15](=[O:35])[C@@H:16]([C:24]2[CH:29]=[CH:28][C:27]([S:30]([CH3:33])(=[O:32])=[O:31])=[C:26]([Cl:34])[CH:25]=2)[CH2:17][C@H:18]2[CH2:22][CH2:21][C:20](=[O:23])[CH2:19]2)=[N:10]1)(C)(C)C.O1CCCC1.O>C(O)(=O)C>[Cl:34][C:26]1[CH:25]=[C:24]([C@@H:16]([CH2:17][C@H:18]2[CH2:22][CH2:21][C:20](=[O:23])[CH2:19]2)[C:15]([NH:14][C:11]2[CH:12]=[CH:13][N:9]([CH2:8][CH2:7][OH:6])[N:10]=2)=[O:35])[CH:29]=[CH:28][C:27]=1[S:30]([CH3:33])(=[O:32])=[O:31]. Reported procedure: In a round bottom flask was placed (R)—N-{1-[2-(tert-butyl-dimethyl-silanyloxy)-ethyl]-1H-pyrazol-3-yl}-2-(3-chloro-4-methanesulfonyl-phenyl)-3-((R)-3-oxo-cyclopentyl)-propionamide (85 mg, 0.15 mmol), tetrahydrofuran (2 mL), water (0.5 mL) and acetic acid (2 mL). This solution was then stirred at 25° C. until all starting material is consumed (˜4 hr). The reaction was then diluted with water (10 mL) and transferred to a separatory funnel where it was extracted with ethyl acetate (3×10 mL). The o... Starting materials: CC(C)(C)OC(=O)C1CCCN1CCO, C1CCOC1, Oc1cc(Cl)ccc1I, CC(C)OC(=O)N=NC(=O)OC(C)C, c1ccc(P(c2ccccc2)c2ccccc2)cc1. Yields the product CC(C)(C)OC(=O)C1CCCN1CCOc1cc(Cl)ccc1I. Reaction SMILES: [C:43]([CH3:44])([CH3:45])([CH3:46])[O:47][C:48](=[O:49])[CH:50]1[N:51]([CH2:55][CH2:56][OH:57])[CH2:52][CH2:53][CH2:54]1.[CH2:58]1[O:59][CH2:60][CH2:61][CH2:62]1.[Cl:1][c:2]1[cH:3][cH:4][c:5]([I:9])[c:6]([OH:8])[cH:7]1.[O:29]=[C:30]([O:31][CH:32]([CH3:33])[CH3:34])[N:35]=[N:36][C:37]([O:38][CH:39]([CH3:40])[CH3:41])=[O:42].[c:10]1([P:11]([c:12]2[cH:13][cH:14][cH:15][cH:16][cH:17]2)[c:18]2[cH:19][cH:20][cH:21][cH:22][cH:23]2)[cH:24][cH:25][cH:26][cH:27][cH:28]1>>[Cl:1][c:2]1[cH:3][cH:4][c:5]([I:9])[c:6]([O:8][CH2:56][CH2:55][N:51]2[CH:50]([C:48]([O:47][C:43]([CH3:44])([CH3:45])[CH3:46])=[O:49])[CH2:54][CH2:53][CH2:52]2)[cH:7]1. The reactants are NC1=CC=C2C(=N1)C(=CN2)C2=CCN1CCCC1C2 (5-amino-3-(1,2,3,4,5,8-hexahydroindolizin-7-yl)pyrrolo[3,2-b]pyridine), FC1=CC=C(C(=O)Cl)C=C1 (4-fluorobenzoyl chloride). Solvent: N1=CC=CC=C1 (pyridine). Run at temperature 55 celsius, time 18 hour. Yields the product FC1=CC=C(C(=O)N2C=C(C3=NC(=CC=C32)N)C3=CCN2CCCC2C3)C=C1 (N-[4-fluorobenzoyl]-5-amino-3-(1,2,3,4,5,8-hexahydroindolizin-7-yl)pyrrolo[3,2-b]pyridine). Yield: 52.5%. Reaction SMILES: [NH2:1][C:2]1[N:7]=[C:6]2[C:8]([C:11]3[CH2:19][CH:18]4[N:14]([CH2:15][CH2:16][CH2:17]4)[CH2:13][CH:12]=3)=[CH:9][NH:10][C:5]2=[CH:4][CH:3]=1.[F:20][C:21]1[CH:29]=[CH:28][C:24]([C:25](Cl)=[O:26])=[CH:23][CH:22]=1>N1C=CC=CC=1>[F:20][C:21]1[CH:29]=[CH:28][C:24]([C:25]([N:10]2[C:5]3[C:6](=[N:7][C:2]([NH2:1])=[CH:3][CH:4]=3)[C:8]([C:11]3[CH2:19][CH:18]4[N:14]([CH2:15][CH2:16][CH2:17]4)[CH2:13][CH:12]=3)=[CH:9]2)=[O:26])=[CH:23][CH:22]=1. Procedure: A mixture of 0.10 gm (0.39 mMol) 5-amino-3-(1,2,3,4,5,8-hexahydroindolizin-7-yl)pyrrolo[3,2-b]pyridine and 0.56 μL (0.47 mMol) 4-fluorobenzoyl chloride in 10 mL pyridine was stirred at 55° C. for 18 hours. The reaction mixture was then partitioned between 1N sodium hydroxide and 3:1 chloroform:isopropanol. The phases were separated and the organic phase washed with saturated aqueous sodium chloride, dried over magnesium sulfate, and concentrated under reduced pressure. The residue was subjected ... The reactants are CN1N=C(C=C1C(F)(F)F)NC(OC1=CC=CC=C1)=O (phenyl 1-methyl-5-(trifluoromethyl)-1H-pyrazol-3-ylcarbamate), Example 165A, COC=1C=C2C(=NC=NC2=CC1OC)SC=1C=C(N)C=CC1 (3-(6,7-dimethoxyquinazolin-4-ylthio)aniline), C(C)(C)N(C(C)C)CC (N,N-diisopropylethylamine). Solvent: C1CCOC1 (THF). The product is COC=1C=C2C(=NC=NC2=CC1OC)SC=1C=C(C=CC1)NC(=O)NC1=NN(C(=C1)C(F)(F)F)C (1-[3-(6,7-dimethoxyquinazolin-4-ylthio)phenyl]-3-[1-methyl-5-(trifluoromethyl)-1H-pyrazol-3-yl]urea). Yield: 17.0%. As a reaction SMILES: [CH3:1][N:2]1[C:6]([C:7]([F:10])([F:9])[F:8])=[CH:5][C:4]([NH:11][C:12](=[O:20])OC2C=CC=CC=2)=[N:3]1.[CH3:21][O:22][C:23]1[CH:24]=[C:25]2[C:30](=[CH:31][C:32]=1[O:33][CH3:34])[N:29]=[CH:28][N:27]=[C:26]2[S:35][C:36]1[CH:37]=[C:38]([CH:40]=[CH:41][CH:42]=1)[NH2:39].C(N(CC)C(C)C)(C)C>C1COCC1>[CH3:21][O:22][C:23]1[CH:24]=[C:25]2[C:30](=[CH:31][C:32]=1[O:33][CH3:34])[N:29]=[CH:28][N:27]=[C:26]2[S:35][C:36]1[CH:37]=[C:38]([NH:39][C:12]([NH:11][C:4]2[CH:5]=[C:6]([C:7]([F:8])([F:9])[F:10])[N:2]([CH3:1])[N:3]=2)=[O:20])[CH:40]=[CH:41][CH:42]=1. Reported procedure: Using the procedure described in Example 159B, phenyl 1-methyl-5-(trifluoromethyl)-1H-pyrazol-3-ylcarbamate described in Example 165A (0.114 g, 0.4 mmol) was reacted with 3-(6,7-dimethoxyquinazolin-4-ylthio)aniline from Example 115B (0.125 g, 0.4 mmol), and N,N-diisopropylethylamine (0.5 mL) in THF (6 mL) at 50° C. for 3 hours, to afford 1-[3-(6,7-dimethoxyquinazolin-4-ylthio)phenyl]-3-[1-methyl-5-(trifluoromethyl)-1H-pyrazol-3-yl]urea as solid (0.035 g, 17%). 1H NMR (300 MHz, CDCl3) δ 9.43 (br,... The reactants are OC1(CCNCC1)C1=C(C2=C(S1)C=CC=C2)C (4-hydroxy-4-(3-methylbenzo[b]thiophen-2-yl)piperidine), O1[C@@H](C1)COC1=CC=CC=2OC=CC21 ((S)-(+)-4-(oxiranylmethoxy)-benzo[b]furan). The solvent is CO (methanol). The product is O.O1C2=C(C=C1)C(=CC=C2)OC[C@H](CN2CCC(CC2)C2=C(C1=C(S2)C=CC=C1)C)O.O1C2=C(C=C1)C(=CC=C2)OC[C@H](CN2CCC(CC2)C2=C(C1=C(S2)C=CC=C1)C)O ((2S)-(−)-1-(4-Benzo[b]furanoxy)-3-(4-(3-methylbenzo[b]thiophen-2-yl)piperidin-1-yl)-2-propanol Hemihydrate). Yield: 41.4%. RXN SMILES: [OH:1][C:2]1([C:8]2[S:12][C:11]3[CH:13]=[CH:14][CH:15]=[CH:16][C:10]=3[C:9]=2[CH3:17])[CH2:7][CH2:6][NH:5][CH2:4][CH2:3]1.[O:18]1[CH2:20][C@H:19]1[CH2:21][O:22][C:23]1[C:31]2[CH:30]=[CH:29][O:28][C:27]=2[CH:26]=[CH:25][CH:24]=1>CO>[OH2:1].[O:28]1[CH:29]=[CH:30][C:31]2[C:23]([O:22][CH2:21][C@@H:19]([OH:18])[CH2:20][N:5]3[CH2:6][CH2:7][CH:2]([C:8]4[S:12][C:11]5[CH:13]=[CH:14][CH:15]=[CH:16][C:10]=5[C:9]=4[CH3:17])[CH2:3][CH2:4]3)=[CH:24][CH:25]=[CH:26][C:27]1=2.[O:28]1[CH:29]=[CH:30][C:31]2[C:23]([O:22][CH2:21][C@@H:19]([OH:18])[CH2:20][N:5]3[CH2:6][CH2:7][CH:2]([C:8]4[S:12][C:11]5[CH:13]=[CH:14][CH:15]=[CH:16][C:10]=5[C:9]=4[CH3:17])[CH2:3][CH2:4]3)=[CH:24][CH:25]=[CH:26][C:27]1=2 |f:3.4.5|. Reported procedure: A solution 4-hydroxy-4-(3-methylbenzo[b]thiophen-2-yl)piperidine (0.074 g, 0.320 mmol) and (S)-(+)-4-(oxiranylmethoxy)-benzo[b]furan (0.061 g, 0.320 mmol) in methanol (3 mL) was heated at reflux for 18 hours and then cooled and evaporated. The residue was purified using silica gel chromatography (dichloromethane/1% methanol in dichloromethane gradient elution) to give the final title compound as a clear colorless oil (0.057 g, 42%). FDMS m/e=422 (M++1). C25H27NO3S.0.5H2O Reactants: C(C1=CC=CC=C1)(=O)C1=CC=C(C(=O)O)C=C1 (4-Benzoylbenzoic acid), C(=O)(N1C=NC=C1)N1C=NC=C1 (1,1′-carbonyldiimidazole), N[C@H]1OC2=C(CC1)C(=CC=C2C(N)=O)N2CCN(CC2)C ((S)-2-amino-8-carbamoyl-5-(4-methylpiperazin-1-yl)-3,4-dihydro-2H-1-benzopyran). Solvent: CN(C=O)C (N,N-dimethylformamide), CN(C=O)C (N,N-dimethylformamide). Reaction conditions: temperature 75 celsius, time 1 hour. The product is C(N)(=O)C1=CC=C(C=2C[C@@H](COC21)NC(C2=CC=C(C=C2)C(C2=CC=CC=C2)=O)=O)N2CCN(CC2)C ((S)-N-[8-Carbamoyl-5-(4-methylpiperazin-1-yl)-3,4-dihydro-2H-1-benzopyran-3-yl]-4-benzoylbenzamide). Isolated yield 37.6%. RXN SMILES: [C:1]([C:9]1[CH:17]=[CH:16][C:12]([C:13]([OH:15])=O)=[CH:11][CH:10]=1)(=[O:8])[C:2]1[CH:7]=[CH:6][CH:5]=[CH:4][CH:3]=1.C(N1C=CN=C1)([N:20]1C=CN=C1)=O.N[C@@H:31]1[CH2:36][CH2:35][C:34]2[C:37]([N:44]3[CH2:49][CH2:48][N:47]([CH3:50])[CH2:46][CH2:45]3)=[CH:38][CH:39]=[C:40]([C:41](=[O:43])[NH2:42])[C:33]=2[O:32]1>CN(C)C=O>[C:41]([C:40]1[C:33]2[O:32][CH2:31][C@@H:36]([NH:20][C:13](=[O:15])[C:12]3[CH:11]=[CH:10][C:9]([C:1](=[O:8])[C:2]4[CH:3]=[CH:4][CH:5]=[CH:6][CH:7]=4)=[CH:17][CH:16]=3)[CH2:35][C:34]=2[C:37]([N:44]2[CH2:49][CH2:48][N:47]([CH3:50])[CH2:46][CH2:45]2)=[CH:38][CH:39]=1)(=[O:43])[NH2:42]. Procedure details: 4-Benzoylbenzoic acid (95 mg, 0.42 mmol) and 1,1′-carbonyldiimidazole (71 mg, 0.44 mmol) were dissolved in N,N-dimethylformamide (2 mL) and stirred at 75° C. for 1 h. The reaction mixture was cooled to room temperature and a solution of (S)-2-amino-8-carbamoyl-5-(4-methylpiperazin-1-yl)-3,4-dihydro-2H-1-benzopyran (120 mg, 0.40 mmol) in N,N-dimethylformamide (5 mL) was added. The reaction mixture was stirred at room temperature for 4 days and the solvent was evaporated in vacuo giving 290 mg of ... Starting materials: C(C1=CC=CC=C1)O[C@@H]1CNC[C@@H]([C@H]1O)CO ((3R,4R,5R)-3-Benzyloxy-5-hydroxymethyl-4-piperidinol), ICCCC (1-iodobutane), C([O-])([O-])=O.[K+].[K+] (potassium carbonate), 24h. The solvent is CC(=O)C (acetone). Yields the product C(C1=CC=CC=C1)O[C@@H]1CN(C[C@@H]([C@H]1O)CO)CCCC ((3R,4R,5R)-3-benzyloxy-1-butyl-5-hydroxymethyl-4-piperidinol). Yield: 66.3%. As a reaction SMILES: [CH2:1]([O:8][C@H:9]1[C@H:14]([OH:15])[C@@H:13]([CH2:16][OH:17])[CH2:12][NH:11][CH2:10]1)[C:2]1[CH:7]=[CH:6][CH:5]=[CH:4][CH:3]=1.I[CH2:19][CH2:20][CH2:21][CH3:22].C(=O)([O-])[O-].[K+].[K+]>CC(C)=O>[CH2:1]([O:8][C@H:9]1[C@H:14]([OH:15])[C@@H:13]([CH2:16][OH:17])[CH2:12][N:11]([CH2:19][CH2:20][CH2:21][CH3:22])[CH2:10]1)[C:2]1[CH:7]=[CH:6][CH:5]=[CH:4][CH:3]=1 |f:2.3.4|. Procedure: (3R,4R,5R)-3-Benzyloxy-5-hydroxymethyl-4-piperidinol (87 mg, 0.37 mmol), 1-iodobutane (81 mg, 0.44 mmol, 50 μl), potassium carbonate (154 mg, 1.1 mmol) and dry acetone (8 ml) were stirred for 24h at 40° C. under a nitrogen atmosphere. The solvent was evaporated in vacuo, and the residue purified on a silica gel column (Eluent: ethyl acetate/methanol/25% ammonium hydroxide (6/1/1%)). This afforded the free base of (3R,4R,5R)-3-benzyloxy-1-butyl-5-hydroxymethyl-4-piperidinol (Yield: 72 mg, 67%).